Dataset: the Open Reaction Database (ORD), a public repository of structured organic reaction records. Task: describe an organic reaction: reactants, conditions, products, and yield Reactants: CC(=O)O (HOAc), CC1=NSC(=C1)NC1=C(C#N)C=CC(=C1)NC1C(NCCCC1)=O (2-(3-methylisothiazol-5-ylamino)-4-(2-oxoazepan-3-ylamino)benzonitrile), [OH-].[Na+] (NaOH), OO (H2O2). The solvent is CCO (EtOH), CS(=O)C (DMSO). Reaction conditions: time 3 hour. The product is CC1=NSC(=C1)NC1=C(C(=O)N)C=CC(=C1)NC1C(NCCCC1)=O (2-(3-methylisothiazol-5-ylamino)-4-(2-oxoazepan-3-ylamino)benzamide). As a reaction SMILES: [CH3:1][C:2]1[CH:6]=[C:5]([NH:7][C:8]2[CH:15]=[C:14]([NH:16][CH:17]3[CH2:23][CH2:22][CH2:21][CH2:20][NH:19][C:18]3=[O:24])[CH:13]=[CH:12][C:9]=2[C:10]#[N:11])[S:4][N:3]=1.[OH-].[Na+].OO.CC(O)=[O:31]>CCO.CS(C)=O>[CH3:1][C:2]1[CH:6]=[C:5]([NH:7][C:8]2[CH:15]=[C:14]([NH:16][CH:17]3[CH2:23][CH2:22][CH2:21][CH2:20][NH:19][C:18]3=[O:24])[CH:13]=[CH:12][C:9]=2[C:10]([NH2:11])=[O:31])[S:4][N:3]=1 |f:1.2|. Procedure: To 2-(3-methylisothiazol-5-ylamino)-4-(2-oxoazepan-3-ylamino)benzonitrile (143 mg, 0.263 mmol) in EtOH (2 mL) and DMSO (1 mL), aq. 1N NaOH (1 mL, 1.0 mmol) and aq. H2O2 (50%, 1 mL) were added. The mixture was stirred at room temperature for 3 h. HOAc (1 mL) was added. The mixture was then purified by HPLC to give the titled compound (72 mg). MS 360.3 (M+H); UV 202.1, 300.7 nm. Starting materials: C1(C=2C(C(=O)O1)=CC=CC2)=O (Phthalic anhydride), C12(CC3CC(CC(C1)C3)C2)CN (1-adamantanemethylamine). Run at time 16 hour. Run in C1CCOC1 (THF), C1CCOC1 (THF). Yields the product C12(CC3CC(CC(C1)C3)C2)CNC(=O)C2=C(C(=O)O)C=CC=C2 (2-(1-adamantylmethylaminocarbonyl)benzoic acid). Yield: 96.6%. Procedure: Phthalic anhydride (2.65 g, 17.9 mmol) was dissolved in dry THF (50 ml) and a solution of 1-adamantanemethylamine (2.96 g, 17.9 mmol) in THF (50 ml) was added. The mixture was stirred at room temperature for 16 h and the solution evaporated to dryness. The residue was triturated with hexane and the precipitate formed was filtered, washed with hexane and dried to leave the title compound (5.42 g, 97%), 1H NMR (d6 -DMSO) δ 12.9 (1H, s), 8.2 (1H, t), 7.8-7.4 (4H, m), 2.9 (2H, d), 1.9 (3H, s), 1.6 (... Reaction SMILES: [C:1]1(=[O:11])[O:6][C:4](=[O:5])[C:3]2=[CH:7][CH:8]=[CH:9][CH:10]=[C:2]12.[C:12]12([CH2:22][NH2:23])[CH2:21][CH:16]3[CH2:17][CH:18]([CH2:20][CH:14]([CH2:15]3)[CH2:13]1)[CH2:19]2>C1COCC1>[C:12]12([CH2:22][NH:23][C:4]([C:3]3[CH:7]=[CH:8][CH:9]=[CH:10][C:2]=3[C:1]([OH:6])=[O:11])=[O:5])[CH2:19][CH:18]3[CH2:17][CH:16]([CH2:15][CH:14]([CH2:20]3)[CH2:13]1)[CH2:21]2. RXN SMILES: [NH2:1][C:2]1[CH:24]=[CH:23][C:22]([Cl:25])=[CH:21][C:3]=1[CH:4]([OH:20])[C:5]1[CH:10]=[CH:9][CH:8]=[C:7]([CH2:11][NH:12][C:13]([O:15][C:16]([CH3:19])([CH3:18])[CH3:17])=[O:14])[CH:6]=1.[CH:26](=O)[CH:27]=[CH:28][C:29]1[CH:34]=[CH:33][CH:32]=[CH:31][CH:30]=1.C(O)(=O)C.[BH4-].C([Na])#N>CO>[C:16]([O:15][C:13]([NH:12][CH2:11][C:7]1[CH:6]=[C:5]([CH:4]([OH:20])[C:3]2[CH:21]=[C:22]([Cl:25])[CH:23]=[CH:24][C:2]=2[NH:1][CH2:26][CH:27]=[CH:28][C:29]2[CH:34]=[CH:33][CH:32]=[CH:31][CH:30]=2)[CH:10]=[CH:9][CH:8]=1)=[O:14])([CH3:18])([CH3:19])[CH3:17] |f:3.4|. Procedure: In methanol (15 ml) were dissolved 2-amino-5-chloro-α-(3-tert-butoxycarbonylaminomethylphenyl)benzyl alcohol (0.6 g) produced in Example (1) and cinnamaldehyde.(0.5 g). To the solution was added acetic acid (0.11 g). To the mixture was added, while stirring at room temperature, cyano sodium borohydride (0.12 g). The reaction mixture was stirred for 40 minutes at 60° C., which was concentrated. The concentrate was subjected to extraction by the addition of water (30 ml) and ethyl acetate (50 ml).... Solvent: CO (methanol). The product is C(C)(C)(C)OC(=O)NCC=1C=C(C=CC1)C(C1=C(C=CC(=C1)Cl)NCC=CC1=CC=CC=C1)O (a-(3-tert-butoxycarbonylaminomethylphenyl)-5-chloro-2-[(3-phenyl)-2-propenyl]amino-benzyl alcohol). The reactants are NC1=C(C(C2=CC(=CC=C2)CNC(=O)OC(C)(C)C)O)C=C(C=C1)Cl (2-amino-5-chloro-α-(3-tert-butoxycarbonylaminomethylphenyl)benzyl alcohol), C(C=CC1=CC=CC=C1)=O (cinnamaldehyde), [BH4-].C(#N)[Na] (cyano sodium borohydride), C(C)(=O)O (acetic acid). Starting materials: [Si](C)(C)(C(C)(C)C)OC(COC1C(CC(CC1)NC(OC(C)(C)C)=O)F)C1=CC=CC=C1 (tert-butyl 4-(2-{[tert-butyl(dimethyl)silyl]oxy}-2-phenylethoxy)-3-fluorocyclohexylcarbamate), [F-].C(CCC)[N+](CCCC)(CCCC)CCCC (tetrabutylammonium fluoride). Run in C1CCOC1 (THF). Reaction conditions: time 8 hour. Product: FC1CC(CCC1OCC(C1=CC=CC=C1)O)NC(OC(C)(C)C)=O (tert-Butyl 3-fluoro-4-(2-hydroxy-2-phenylethoxy)cyclohexylcarbamate). Yield: 98.0%. Reaction SMILES: [Si]([O:8][CH:9]([C:27]1[CH:32]=[CH:31][CH:30]=[CH:29][CH:28]=1)[CH2:10][O:11][CH:12]1[CH2:17][CH2:16][CH:15]([NH:18][C:19](=[O:25])[O:20][C:21]([CH3:24])([CH3:23])[CH3:22])[CH2:14][CH:13]1[F:26])(C(C)(C)C)(C)C.[F-].C([N+](CCCC)(CCCC)CCCC)CCC>C1COCC1>[F:26][CH:13]1[CH:12]([O:11][CH2:10][CH:9]([OH:8])[C:27]2[CH:28]=[CH:29][CH:30]=[CH:31][CH:32]=2)[CH2:17][CH2:16][CH:15]([NH:18][C:19](=[O:25])[O:20][C:21]([CH3:23])([CH3:22])[CH3:24])[CH2:14]1 |f:1.2|. Procedure: To a solution of tert-butyl 4-(2-{[tert-butyl(dimethyl)silyl]oxy}-2-phenylethoxy)-3-fluorocyclohexylcarbamate (5.83 g, 12.5 mmol) in THF (100 mL) was added tetrabutylammonium fluoride (25 mL, 25 mmol, 1M in THF) and the reaction mixture was stirred at room temperature for 8 h. The mixture was extracted with ethyl acetate (4×), and the combined organics washed with brine, dried over anhydrous magnesium sulfate, filtered and concentrated. Purification by flash column chromatography (hexane: ethyl ... Starting materials: Cl.FC1=C(C=CC(=C1)F)C1=C(SC=2N(C(C=CC21)=O)C2=CC=C(C=C2)N2CCN(CC2)C)C(=O)OCC (Ethyl 3-(2,4-difluorophenyl)-7-[4-(4-methylpiperazin-1-yl)phenyl]-6-oxo-6,7-dihydrothieno[2,3-b]pyridine-2-carboxylate hydrochloride), Cl (HCl). Solvent: O1CCOCC1 (dioxane). Reaction conditions: time 5 hour. Product: FC1=C(C=CC(=C1)F)C1=CSC=2N(C(C=CC21)=O)C2=CC=C(C=C2)N2CCN(CC2)C (3-(2,4-Difluorophenyl)-7-[4-(4-methylpiperazin-1-yl)phenyl]-6-oxo-6,7-dihydrothieno[2,3-b]pyridine). The yield is 104.9%. RXN SMILES: Cl.[F:2][C:3]1[CH:8]=[C:7]([F:9])[CH:6]=[CH:5][C:4]=1[C:10]1[C:18]2[CH:17]=[CH:16][C:15](=[O:19])[N:14]([C:20]3[CH:25]=[CH:24][C:23]([N:26]4[CH2:31][CH2:30][N:29]([CH3:32])[CH2:28][CH2:27]4)=[CH:22][CH:21]=3)[C:13]=2[S:12][C:11]=1C(OCC)=O.Cl>O1CCOCC1>[F:2][C:3]1[CH:8]=[C:7]([F:9])[CH:6]=[CH:5][C:4]=1[C:10]1[C:18]2[CH:17]=[CH:16][C:15](=[O:19])[N:14]([C:20]3[CH:21]=[CH:22][C:23]([N:26]4[CH2:27][CH2:28][N:29]([CH3:32])[CH2:30][CH2:31]4)=[CH:24][CH:25]=3)[C:13]=2[S:12][CH:11]=1 |f:0.1|. Procedure: To a solution of the compound of Example 112 (310 mg, 0.61 mmol) in dioxane (35 mL) was added 4M HCl(aq) (20 mL) and the mixture heated at reflux for 18 h. Reaction had not reached completion and so a few drops of concentratedHCI were added and reflux continued for 5 h. The reaction was quenched with saturated Na2CO3(aq) and extracted with DCM (×3). The combined DCM extracts were dried (Na2SO4), filtered and concentrated in vacuo. The crude product contained a small amount of residual ester star... The reactants are CC(=O)Oc1c(C)cc(C=CC(=O)Nc2cnc3c(C)cc(C)cc3c2-c2ccccc2Cl)cc1C, C, CO, C1CCOC1, [Pd]. Product: CC(=O)Oc1c(C)cc(CCC(=O)Nc2cnc3c(C)cc(C)cc3c2-c2ccccc2Cl)cc1C. As a reaction SMILES: [C:1]([CH3:2])(=[O:3])[O:4][c:5]1[c:6]([CH3:36])[cH:7][c:8]([CH:9]=[CH:10][C:11](=[O:12])[NH:13][c:14]2[cH:15][n:16][c:17]3[c:18]([CH3:32])[cH:19][c:20]([CH3:31])[cH:21][c:22]3[c:23]2-[c:24]2[c:25]([Cl:30])[cH:26][cH:27][cH:28][cH:29]2)[cH:33][c:34]1[CH3:35].[C:44].[CH3:37][OH:38].[O:39]1[CH2:40][CH2:41][CH2:42][CH2:43]1.[Pd:45]>>[C:1]([CH3:2])(=[O:3])[O:4][c:5]1[c:6]([CH3:36])[cH:7][c:8]([CH2:9][CH2:10][C:11](=[O:12])[NH:13][c:14]2[cH:15][n:16][c:17]3[c:18]([CH3:32])[cH:19][c:20]([CH3:31])[cH:21][c:22]3[c:23]2-[c:24]2[c:25]([Cl:30])[cH:26][cH:27][cH:28][cH:29]2)[cH:33][c:34]1[CH3:35]. Reactants: O=C1C=CCC1, CO, Cc1cnc(Cl)c(C=O)c1, O, c1c[nH]cn1. The product is Cc1cnc(Cl)c(C(O)C2=CCCC2=O)c1. As a reaction SMILES: [C:16]1(=[O:21])[CH:17]=[CH:18][CH2:19][CH2:20]1.[CH3:22][OH:23].[Cl:1][c:2]1[c:3]([CH:4]=[O:5])[cH:6][c:7]([CH3:10])[cH:8][n:9]1.[OH2:24].[nH:11]1[cH:12][cH:13][n:14][cH:15]1>>[Cl:1][c:2]1[c:3]([CH:4]([OH:5])[C:17]2=[CH:18][CH2:19][CH2:20][C:16]2=[O:21])[cH:6][c:7]([CH3:10])[cH:8][n:9]1.